Dataset: the Open Reaction Database (ORD), a public repository of structured organic reaction records. Task: describe an organic reaction: reactants, conditions, products, and yield Reactants: C(C)(C)(C)O[C@H](C(=O)OC)C1=C2C3=C(C=C4OCCN(CC=CCCC=5C=CC=CC5C5=CC=CC(C6=NN2C(N=C1C)=C6)=C5)C4=C3)C (methyl (2S)-2-(tert-butoxy)-2-[4,32-dimethyl-29-oxa-5,7,8,26-tetraazaheptacyclo[24.6.2.16,9.110,14.02,7.015,20.030,34]hexatriaconta-1 (32),2,4,6(36),8,10(35), 11,13,15 (20),16,18,23,30,33-tetradecaen-3-yl]acetate). The reagents and catalysts are [Pd] (Pd/C). Run in CO (MeOH). Reaction conditions: time 18 hour. Product: C(C)(C)(C)O[C@H](C(=O)OC)C1=C2C3=C(C=C4OCCN(CCCCCC=5C=CC=CC5C5=CC=CC(C6=NN2C(N=C1C)=C6)=C5)C4=C3)C (Methyl (2S)-2-(tert-butoxy)-2-{4,32-dimethyl-29-oxa-5,7,8,26-tetraazaheptacyclo[24.6.2.16,9.110,14.02,7.015,20.030,34]hexatriaconta-1(32), 2,4,6(36),8,10(35), 11,13, 15(20),16,18,30,33-tridecaen-3-yl}acetate). RXN SMILES: [C:1]([O:5][C@@H:6]([C:11]1[C:42]([CH3:43])=[N:41][C:40]2=[CH:44][C:37]3=[N:38][N:39]2[C:12]=1[C:13]1[CH:47]=[C:46]2[C:16]([O:17][CH2:18][CH2:19][N:20]2[CH2:21][CH:22]=[CH:23][CH2:24][CH2:25][C:26]2[CH:27]=[CH:28][CH:29]=[CH:30][C:31]=2[C:32]2[CH:45]=[C:36]3[CH:35]=[CH:34][CH:33]=2)=[CH:15][C:14]=1[CH3:48])[C:7]([O:9][CH3:10])=[O:8])([CH3:4])([CH3:3])[CH3:2]>CO.[Pd]>[C:1]([O:5][C@@H:6]([C:11]1[C:42]([CH3:43])=[N:41][C:40]2=[CH:44][C:37]3=[N:38][N:39]2[C:12]=1[C:13]1[CH:47]=[C:46]2[C:16]([O:17][CH2:18][CH2:19][N:20]2[CH2:21][CH2:22][CH2:23][CH2:24][CH2:25][C:26]2[CH:27]=[CH:28][CH:29]=[CH:30][C:31]=2[C:32]2[CH:45]=[C:36]3[CH:35]=[CH:34][CH:33]=2)=[CH:15][C:14]=1[CH3:48])[C:7]([O:9][CH3:10])=[O:8])([CH3:4])([CH3:3])[CH3:2]. Procedure: A solution of methyl (2S)-2-(tert-butoxy)-2-[4,32-dimethyl-29-oxa-5,7,8,26-tetraazaheptacyclo[24.6.2.16,9.110,14.02,7.015,20.030,34]hexatriaconta-1 (32),2,4,6(36),8,10(35), 11,13,15 (20),16,18,23,30,33-tetradecaen-3-yl]acetate in MeOH (4 mL), was treated with 10 wt % Pd/C (5 mg, 0.05 mmol), evacuated and hydrogen purged three times, then stirred under hydrogen atmosphere for 18 h. The reaction was filtered (0.45 μm syringe tip filter), concentrated to a film, and the residue was used immediately... Reactants: FC(C=1C=C(C=C(C1)C(F)(F)F)COCC(C(C1=CC=CC=C1)C1=CC=CC=C1)NCC(=O)OC)(F)F (1-((3,5-bis (trifiuoromethyl)phenyl)methyloxy)-2-(N-((carbomethoxy) methyl)amino)-3,3-diphenylpropane), [OH-].[K+] (potassium hydroxide). Run in O1CCCC1 (tetrahydrofuran). Product: FC(C=1C=C(C=C(C1)C(F)(F)F)COCC(C(C1=CC=CC=C1)C1=CC=CC=C1)NCC(=O)O)(F)F (N-(1-((3,5-bis(trifiuoromethyl) phenyl)methyloxy)-3,3- diphenylprop-2-yl)glycine). As a reaction SMILES: [F:1][C:2]([F:37])([F:36])[C:3]1[CH:4]=[C:5]([CH2:13][O:14][CH2:15][CH:16]([NH:30][CH2:31][C:32]([O:34]C)=[O:33])[CH:17]([C:24]2[CH:29]=[CH:28][CH:27]=[CH:26][CH:25]=2)[C:18]2[CH:23]=[CH:22][CH:21]=[CH:20][CH:19]=2)[CH:6]=[C:7]([C:9]([F:12])([F:11])[F:10])[CH:8]=1.[OH-].[K+]>O1CCCC1>[F:1][C:2]([F:36])([F:37])[C:3]1[CH:4]=[C:5]([CH2:13][O:14][CH2:15][CH:16]([NH:30][CH2:31][C:32]([OH:34])=[O:33])[CH:17]([C:24]2[CH:29]=[CH:28][CH:27]=[CH:26][CH:25]=2)[C:18]2[CH:23]=[CH:22][CH:21]=[CH:20][CH:19]=2)[CH:6]=[C:7]([C:9]([F:12])([F:11])[F:10])[CH:8]=1 |f:1.2|. Procedure: To a solution of 1-((3,5-bis (trifiuoromethyl)phenyl)methyloxy)-2-(N-((carbomethoxy) methyl)amino)-3,3-diphenylpropane (Example 1g, 2.38 g) in tetrahydrofuran (25 ml) was added 1M-potassium hydroxide solution (25 ml) and the mixture heated to reflux for 16 hours. The solvent was removed by evaporation and 1M-hydrochloric acid was added to an aqueous solution of the residue until pH=2. The gum which formed was recrystallised from aqueous ethanol to give N-(1-((3,5-bis(trifiuoromethyl) phenyl)meth... The reactants are BrCCOC1=C(C=C(C=C1)NC(COC1=C(C=C(C=C1)C(F)(F)F)Cl)=O)Cl (N-[4-(2-bromo-ethoxy)-3-chloro-phenyl]-2-(2-chloro-4-trifluoromethyl-phenoxy)-acetamide), N1[C@@H](CCC1)C(=O)OCC (ethyl (S )-pyrrolidine-2-carboxylate). Product: ClC1=C(OCCN2[C@@H](CCC2)C(=O)OCC)C=CC(=C1)NC(COC1=C(C=C(C=C1)C(F)(F)F)Cl)=O (ethyl (S)-1-(2-{2-chloro-4-[2-(2-chloro-4-trifluoromethyl-phenoxy)-acetylamino]-phenoxy}-ethyl)-pyrrolidine-2-carboxylate). Reaction SMILES: Br[CH2:2][CH2:3][O:4][C:5]1[CH:10]=[CH:9][C:8]([NH:11][C:12](=[O:26])[CH2:13][O:14][C:15]2[CH:20]=[CH:19][C:18]([C:21]([F:24])([F:23])[F:22])=[CH:17][C:16]=2[Cl:25])=[CH:7][C:6]=1[Cl:27].[NH:28]1[CH2:32][CH2:31][CH2:30][C@H:29]1[C:33]([O:35][CH2:36][CH3:37])=[O:34]>>[Cl:27][C:6]1[CH:7]=[C:8]([NH:11][C:12](=[O:26])[CH2:13][O:14][C:15]2[CH:20]=[CH:19][C:18]([C:21]([F:24])([F:23])[F:22])=[CH:17][C:16]=2[Cl:25])[CH:9]=[CH:10][C:5]=1[O:4][CH2:3][CH2:2][N:28]1[CH2:32][CH2:31][CH2:30][C@H:29]1[C:33]([O:35][CH2:36][CH3:37])=[O:34]. Reported procedure: Prepared analogously to Example 145 starting from N-[4-(2-bromo-ethoxy)-3-chloro-phenyl]-2-(2-chloro-4-trifluoromethyl-phenoxy)-acetamide (Z28b) and ethyl (S )-pyrrolidine-2-carboxylate The reactants are C(O)([O-])=O.[Na+] (sodium hydrogen carbonate), OCC1OC2=C(C1=O)C=CC=C2OC (2,3-dihydro-2-hydroxymethyl-3-oxo-7-methoxybenzofuran), COCOC (dimethoxymethane), O=P12OP3(=O)OP(=O)(O1)OP(=O)(O2)O3 (phosphorus pentoxide). Run in ClCCl (dichloromethane). Run at time 3.5 hour. Product: COCOCC1OC2=C(C1=O)C=CC=C2OC (2,3-dihydro-2-methoxymethoxymethyl-3-oxo-7-methoxybenzofuran). The yield is 58.0%. As a reaction SMILES: [OH:1][CH2:2][CH:3]1[C:7](=[O:8])[C:6]2[CH:9]=[CH:10][CH:11]=[C:12]([O:13][CH3:14])[C:5]=2[O:4]1.[CH3:15][O:16][CH2:17]OC.O=P12OP3(OP(OP(O3)(O1)=O)(=O)O2)=O.C(=O)([O-])O.[Na+]>ClCCl>[CH3:15][O:16][CH2:17][O:1][CH2:2][CH:3]1[C:7](=[O:8])[C:6]2[CH:9]=[CH:10][CH:11]=[C:12]([O:13][CH3:14])[C:5]=2[O:4]1 |f:3.4|. Reported procedure: 2,3-dihydro-2-hydroxymethyl-3-oxo-7-methoxybenzofuran (1.79 g) and dimethoxymethane (10 ml) were dissolved in dichloromethane (25 ml) and phosphorus pentoxide (3.47 g) was added to the obtained solution, followed by stirring the resulting solution at room temperature for 3.5 hours. The reaction mixture was added to saturated aqueous sodium hydrogen carbonate solution and extracted with ethyl acetate. The organic layers were combined and washed with water and with saturated brine, followed by dry... Reactants: [OH-].[Na+] (sodium hydroxide), ClC1=CC(=CC=C1)C(=O)OO (m-chloroperbenzoic acid), C(CCC)SC=1C(=NN(C1C1=CC=CC=C1)C)C1=CC=CC=C1 (4-(n-butylthio)-1-methyl-3,5-diphenylpyrazole). Solvent: C(Cl)(Cl)Cl (chloroform), C(Cl)(Cl)Cl (chloroform). Reaction conditions: time 8 hour. Yields the product C(CCC)S(=O)(=O)C=1C(=NN(C1C1=CC=CC=C1)C)C1=CC=CC=C1 (4-(n-Butylsulfonyl)-1-methyl-3,5-diphenylpyrazole). The yield is 61.0%. RXN SMILES: ClC1C=CC=C(C(OO)=[O:9])C=1.[CH2:12]([S:16][C:17]1[C:18]([C:29]2[CH:34]=[CH:33][CH:32]=[CH:31][CH:30]=2)=[N:19][N:20]([CH3:28])[C:21]=1[C:22]1[CH:27]=[CH:26][CH:25]=[CH:24][CH:23]=1)[CH2:13][CH2:14][CH3:15].[OH-:35].[Na+]>C(Cl)(Cl)Cl>[CH2:12]([S:16]([C:17]1[C:18]([C:29]2[CH:34]=[CH:33][CH:32]=[CH:31][CH:30]=2)=[N:19][N:20]([CH3:28])[C:21]=1[C:22]1[CH:23]=[CH:24][CH:25]=[CH:26][CH:27]=1)(=[O:9])=[O:35])[CH2:13][CH2:14][CH3:15] |f:2.3|. Reported procedure: A solution of m-chloroperbenzoic acid (10.15 g, 85%, 0.05 mole) in dry chloroform (100 ml) is added to 4-(n-butylthio)-1-methyl-3,5-diphenylpyrazole (6.5 g, 0.02 mole) in dry chloroform (50 ml) and the reaction mixture stirred overnight at 10° C. to 12° C. The mixture is poured into 10% aqueous sodium hydroxide (200 ml) and extracted with chloroform. The chloroform layer is separated, dried and stripped in vacuo to give a light-orange oil. The oil is chromatographed on silca gel with benzene. Th...